This data is from the Open Reaction Database (ORD), a public repository of structured organic reaction records. The task is: describe an organic reaction: reactants, conditions, products, and yield Reactants: Fc1cc(OC(F)(F)F)ccc1Br, O=C=O, C1CCOC1. Product: O=C(O)c1ccc(OC(F)(F)F)cc1F. RXN SMILES: [Br:1][c:2]1[c:3]([F:13])[cH:4][c:5]([O:8][C:9]([F:10])([F:11])[F:12])[cH:6][cH:7]1.[C:14](=[O:15])=[O:16].[CH2:17]1[O:18][CH2:19][CH2:20][CH2:21]1>>[c:2]1([C:14](=[O:15])[OH:16])[c:3]([F:13])[cH:4][c:5]([O:8][C:9]([F:10])([F:11])[F:12])[cH:6][cH:7]1. Reactants: COC(=O)C(=O)c1c[nH]c2c(-n3cnc(NC(=O)C(C)(C)C)n3)ncc(OC)c12, CO, [K+], [K+], O=C([O-])[O-], O. Product: COc1cnc(-n2cnc(NC(=O)C(C)(C)C)n2)c2[nH]cc(C(=O)C(=O)O)c12. RXN SMILES: [CH3:1][O:2][c:3]1[c:4]2[c:5]([c:6](-[n:9]3[n:10][c:11]([NH:14][C:15]([C:16]([CH3:17])([CH3:18])[CH3:19])=[O:20])[n:12][cH:13]3)[n:7][cH:8]1)[nH:21][cH:22][c:23]2[C:24]([C:25](=[O:26])[O:27][CH3:28])=[O:29].[CH3:37][OH:38].[K+:30].[K+:31].[O-:32][C:33]([O-:34])=[O:35].[OH2:36]>>[CH3:1][O:2][c:3]1[c:4]2[c:5]([c:6](-[n:9]3[n:10][c:11]([NH:14][C:15]([C:16]([CH3:17])([CH3:18])[CH3:19])=[O:20])[n:12][cH:13]3)[n:7][cH:8]1)[nH:21][cH:22][c:23]2[C:24]([C:25](=[O:26])[OH:27])=[O:29]. The reactants are Cc1ccc(S(=O)(=O)OC2Cc3cccc(-c4c(Cl)cccc4Cl)c3O2)cc1, CCN, CS(C)=O, CCOC(C)=O, CC(C)O, Cl, O. The product is CCNCC1Cc2cccc(-c3c(Cl)cccc3Cl)c2O1. As a reaction SMILES: [CH3:1][c:2]1[cH:3][cH:4][c:5]([S:6]([O:7][CH:12]2[O:13][c:14]3[c:15]([cH:17][cH:18][cH:19][c:20]3-[c:21]3[c:22]([Cl:28])[cH:23][cH:24][cH:25][c:26]3[Cl:27])[CH2:16]2)(=[O:8])=[O:9])[cH:10][cH:11]1.[CH3:29][CH2:30][NH2:31].[CH3:33][S:34]([CH3:35])=[O:36].[CH3:38][CH2:39][O:40][C:41](=[O:42])[CH3:43].[CH:44]([OH:45])([CH3:46])[CH3:47].[ClH:32].[OH2:37]>>[CH:12]1([CH2:33][NH:31][CH2:30][CH3:29])[O:13][c:14]2[c:15]([cH:17][cH:18][cH:19][c:20]2-[c:21]2[c:22]([Cl:28])[cH:23][cH:24][cH:25][c:26]2[Cl:27])[CH2:16]1. Starting materials: CCCCCC=1C=C(C=2C=3C=C(C=CC3C(OC2C1)(C)C)C)O (cannabinol), CC(=O)C (acetone). The solvent is O1CCOCC1 (dioxane), O1CCOCC1 (dioxane), C(=O)(O)[O-].[Na+] (NaHCO3). Conditions: time 10 minute. Product: CCCCCC=1C=C(C2=C(C1)OC([C@H]3[C@H]2C=C(CC3)C)(C)C)O (THC). Reaction SMILES: [CH3:1][CH2:2][CH2:3][CH2:4][CH2:5][C:6]1[CH:7]=[C:8]([OH:23])[C:9]2[C:10]3[CH:11]=[C:12]([CH3:22])[CH:13]=[CH:14][C:15]=3[C:16]([CH3:21])([CH3:20])[O:17][C:18]=2[CH:19]=1.CC(C)=O>C([O-])(O)=O.[Na+].O1CCOCC1>[CH3:1][CH2:2][CH2:3][CH2:4][CH2:5][C:6]1[CH:7]=[C:8]([OH:23])[C:9]2[C@@H:10]3[CH:11]=[C:12]([CH3:22])[CH2:13][CH2:14][C@H:15]3[C:16]([CH3:21])([CH3:20])[O:17][C:18]=2[CH:19]=1 |f:2.3|. Procedure: One hundred mg of human IgG were dissolved in 7 ml of 0.2M NaHCO3, pH 9.6, and 108 mg of a cannabinol derivative having the formula ##STR5## in 2 ml of dioxane were added. Nine additional ml of dioxane were added, and the mixture was mixed intermittently for 4 hours at 4° C., after which 180 ml of cold acetone were added. The mixture was centrifuged for 10 minutes at 2,000× g, and the pellet was washed once with 20 ml of cold acetone. Following centrifugation for 10 minutes at 2,000× g, the pell... The reactants are Nc1cccc(F)c1C(=O)O, [Na+], [Na+], [Na+], [OH-], O, O=S(=O)([O-])OOS(=O)(=O)[O-]. Yields the product Nc1c(O)ccc(F)c1C(=O)O. As a reaction SMILES: [NH2:1][c:2]1[c:3]([C:4](=[O:5])[OH:6])[c:7]([F:11])[cH:8][cH:9][cH:10]1.[Na+:22].[Na+:23].[Na+:25].[OH-:24].[OH2:26].[S:12](=[O:13])([O:14][O:15][S:16]([O-:17])(=[O:18])=[O:19])([O-:20])=[O:21]>>[NH2:1][c:2]1[c:3]([C:4](=[O:5])[OH:6])[c:7]([F:11])[cH:8][cH:9][c:10]1[OH:13]. The reactants are F[B-](F)(F)F, CC(C)(C)[Si](C)(C)OC(CSC1C(=O)N(c2ccc(C#CCNS(C)(=O)=O)cc2)C1c1ccc(OCC(=O)O)cc1)c1ccc(F)cc1, CN1CCOCC1, CC(C)(C)OC(=O)NCCCCC(NC(=O)CN)C(=O)O, CN(C)C=O, CN(C)C(On1nnc2ccccc21)=[N+](C)C. The product is CC(C)(C)OC(=O)NCCCCC(NC(=O)CNC(=O)COc1ccc(C2C(SCC(O[Si](C)(C)C(C)(C)C)c3ccc(F)cc3)C(=O)N2c2ccc(C#CCNS(C)(=O)=O)cc2)cc1)C(=O)O. Reaction SMILES: [B-:56]([F:57])([F:58])([F:59])[F:60].[C:1]([CH3:2])([CH3:3])([CH3:4])[Si:5]([O:6][CH:7]([CH2:8][S:9][CH:10]1[CH:11]([c:29]2[cH:30][cH:31][c:32]([O:33][CH2:34][C:35](=[O:36])[OH:37])[cH:38][cH:39]2)[N:12]([c:15]2[cH:16][cH:17][c:18]([C:21]#[C:22][CH2:23][NH:24][S:25](=[O:26])(=[O:27])[CH3:28])[cH:19][cH:20]2)[C:13]1=[O:14])[c:40]1[cH:41][cH:42][c:43]([F:46])[cH:44][cH:45]1)([CH3:47])[CH3:48].[CH3:49][N:50]1[CH2:51][CH2:52][O:53][CH2:54][CH2:55]1.[NH2:78][CH2:79][C:80](=[O:81])[NH:82][CH:83]([CH2:84][CH2:85][CH2:86][CH2:87][NH:88][C:89](=[O:90])[O:91][C:92]([CH3:93])([CH3:94])[CH3:95])[C:96](=[O:97])[OH:98].[O:99]=[CH:100][N:101]([CH3:102])[CH3:103].[n:61]1([O:62][C:63]([N:64]([CH3:65])[CH3:66])=[N+:67]([CH3:68])[CH3:69])[c:70]2[cH:71][cH:72][cH:73][cH:74][c:75]2[n:76][n:77]1>>[C:1]([CH3:2])([CH3:3])([CH3:4])[Si:5]([O:6][CH:7]([CH2:8][S:9][CH:10]1[CH:11]([c:29]2[cH:30][cH:31][c:32]([O:33][CH2:34][C:35](=[O:37])[NH:78][CH2:79][C:80](=[O:81])[NH:82][CH:83]([CH2:84][CH2:85][CH2:86][CH2:87][NH:88][C:89](=[O:90])[O:91][C:92]([CH3:93])([CH3:94])[CH3:95])[C:96](=[O:97])[OH:98])[cH:38][cH:39]2)[N:12]([c:15]2[cH:16][cH:17][c:18]([C:21]#[C:22][CH2:23][NH:24][S:25](=[O:26])(=[O:27])[CH3:28])[cH:19][cH:20]2)[C:13]1=[O:14])[c:40]1[cH:41][cH:42][c:43]([F:46])[cH:44][cH:45]1)([CH3:47])[CH3:48]. Reactants: Br[Zn]c1ccccn1, CCOC(=O)c1cnc(Br)s1, C1COCCO1, O, c1ccc(P(c2ccccc2)(c2ccccc2)[Pd](P(c2ccccc2)(c2ccccc2)c2ccccc2)(P(c2ccccc2)(c2ccccc2)c2ccccc2)P(c2ccccc2)(c2ccccc2)c2ccccc2)cc1. Yields the product CCOC(=O)c1cnc(-c2ccccn2)s1. Reaction SMILES: [Br:1][Zn:2][c:3]1[n:4][cH:5][cH:6][cH:7][cH:8]1.[Br:9][c:10]1[s:11][c:12]([C:15](=[O:16])[O:17][CH2:18][CH3:19])[cH:13][n:14]1.[CH2:20]1[O:21][CH2:22][CH2:23][O:24][CH2:25]1.[OH2:26].[cH:27]1[cH:28][cH:29][c:30]([P:31]([Pd:32]([P:33]([c:34]2[cH:35][cH:36][cH:37][cH:38][cH:39]2)([c:40]2[cH:41][cH:42][cH:43][cH:44][cH:45]2)[c:46]2[cH:47][cH:48][cH:49][cH:50][cH:51]2)([P:52]([c:53]2[cH:54][cH:55][cH:56][cH:57][cH:58]2)([c:59]2[cH:60][cH:61][cH:62][cH:63][cH:64]2)[c:65]2[cH:66][cH:67][cH:68][cH:69][cH:70]2)[P:71]([c:72]2[cH:73][cH:74][cH:75][cH:76][cH:77]2)([c:78]2[cH:79][cH:80][cH:81][cH:82][cH:83]2)[c:84]2[cH:85][cH:86][cH:87][cH:88][cH:89]2)([c:90]2[cH:91][cH:92][cH:93][cH:94][cH:95]2)[c:96]2[cH:97][cH:98][cH:99][cH:100][cH:101]2)[cH:102][cH:103]1>>[c:3]1(-[c:10]2[s:11][c:12]([C:15](=[O:16])[O:17][CH2:18][CH3:19])[cH:13][n:14]2)[n:4][cH:5][cH:6][cH:7][cH:8]1.